This data is from the Open Reaction Database (ORD), a public repository of structured organic reaction records. The task is: describe an organic reaction: reactants, conditions, products, and yield RXN SMILES: [Br:1][N:2]1[C:3](=[O:4])[CH2:5][CH2:6][C:7]1=[O:8].[CH3:22][C:23]#[N:24].[F:9][c:10]1[n:11][c:12]([O:16][CH2:17][C:18]([CH3:19])([CH3:20])[CH3:21])[cH:13][cH:14][cH:15]1>>[Br:1][c:15]1[c:10]([F:9])[n:11][c:12]([O:16][CH2:17][C:18]([CH3:19])([CH3:20])[CH3:21])[cH:13][cH:14]1. The reactants are O=C1CCC(=O)N1Br, CC#N, CC(C)(C)COc1cccc(F)n1. The product is CC(C)(C)COc1ccc(Br)c(F)n1. Reaction SMILES: [C:1](Cl)(Cl)=[O:2].Cl.[F:6][C:7]1[CH:8]=[CH:9][CH:10]=[C:11]([NH2:16])[C:12]=1[C:13]([OH:15])=[O:14]>O1CCCC1.Cl>[F:6][C:7]1[CH:8]=[CH:9][CH:10]=[C:11]2[NH:16][C:1](=[O:2])[O:15][C:13](=[O:14])[C:12]=12 |f:1.2|. The solvent is O1CCCC1 (tetrahydrofuran), Cl (hydrochloric acid). Procedure details: Phosgene is conducted at 35°-40° C. for 3 hours into a solution of 23 g (0.148 mol) of 6-fluoroanthranilic acid hydrochloride in a mixture of 300 ml of tetrahydrofuran and 150 ml of 4 N hydrochloric acid. After removal of the phosgene, the mixture is diluted with 500 ml of water and the precipitate is filtered off. There is obtained crude 6-fluoroisatoic acid anhydride of melting point 265°-267° C. (decomposition). Product: FC=1C=CC=C2C1C(=O)OC(N2)=O (6-fluoroisatoic acid anhydride). Starting materials: C(=O)(Cl)Cl (Phosgene), Cl.FC=1C=CC=C(C1C(=O)O)N (6-fluoroanthranilic acid hydrochloride). Reactants: Cl (HCl), C1(CCCC1)N1C2=C(C3=C1N=C(N=C3)N)C=CN=C2 (9-Cyclopentyl-9H-pyrido[4′,3′:4,5]pyrrolo[2,3-d]pyrimidin-2-amine), ClC1=C(C(=O)N2CCN(CC2)C(=O)OC(C)(C)C)C=CC=N1 (tert-Butyl 4-(2-chloronicotinoyl)piperazine-1-carboxylate). The product is C1(CCCC1)N1C2=C(C3=C1N=C(N=C3)NC3=NC=C(C=C3)C(=O)N3CCNCC3)C=CN=C2 (9-cyclopentyl-N-(5-(1-piperazinylcarbonyl)-2-pyridinyl)-9 H-pyrido[4′,3′:4,5]-pyrrolo[2,3-d]pyrimidin-2-amine). Reaction SMILES: Cl.[CH:2]1([N:7]2[C:11]3[N:12]=[C:13]([NH2:16])[N:14]=[CH:15][C:10]=3[C:9]3[CH:17]=[CH:18][N:19]=[CH:20][C:8]2=3)[CH2:6][CH2:5][CH2:4][CH2:3]1.Cl[C:22]1[N:42]=[CH:41][CH:40]=[CH:39][C:23]=1[C:24]([N:26]1[CH2:31][CH2:30][N:29](C(OC(C)(C)C)=O)[CH2:28][CH2:27]1)=[O:25]>>[CH:2]1([N:7]2[C:11]3[N:12]=[C:13]([NH:16][C:41]4[CH:40]=[CH:39][C:23]([C:24]([N:26]5[CH2:27][CH2:28][NH:29][CH2:30][CH2:31]5)=[O:25])=[CH:22][N:42]=4)[N:14]=[CH:15][C:10]=3[C:9]3[CH:17]=[CH:18][N:19]=[CH:20][C:8]2=3)[CH2:3][CH2:4][CH2:5][CH2:6]1. Procedure details: Compound 350 was prepared as a light yellow solid (HCl salt) from compound 4 and compound 351 using chemistry similar to that described in example 200. 1H NMR (500 MHz, DMSO-d6) δ ppm 11.06 (1 H, br. s.), 9.70 (1 H, s), 9.47 (1 H, s), 9.39 (2 H, br. s.), 8.67-8.75 (2 H, m), 8.51 (1 H, d, J=1.7 Hz), 8.37 (1 H, d, J=8.6 Hz), 8.02 (1H, dd, J=8.7, 2.3 Hz), 5.43 (1 H, dq, J=8.9, 8.8 Hz), 3.77 (4 H, br. s.), 3.18 (4 H, br. s.), 2.42-2.48 (2 H, m), 2.02-2.20 (4 H, m), 1.70-1.83 (2 H, m). LCMS-ESI (POS)... RXN SMILES: [Cl:1][C:2]1[CH:9]=[CH:8][CH:7]=[CH:6][C:3]=1[CH:4]=O.[OH-].[Na+].[F:12][C:13]1[CH:22]=[CH:21][C:16]([CH2:17][CH2:18][CH:19]=[O:20])=[CH:15][CH:14]=1.S(=O)(=O)(O)O>CO>[Cl:1][C:2]1[CH:9]=[CH:8][CH:7]=[CH:6][C:3]=1[CH:4]=[C:18]([CH:19]=[O:20])[CH2:17][C:16]1[CH:21]=[CH:22][C:13]([F:12])=[CH:14][CH:15]=1 |f:1.2|. Conditions: time 1 hour. Yields the product ClC1=C(C=CC=C1)C=C(CC1=CC=C(C=C1)F)C=O (1-(o-Chlorophenyl)-3-(p-fluorophenyl)-2-formylprop-1-ene). The solvent is CO (methanol). Reactants: S(O)(O)(=O)=O (sulfuric acid), ClC1=C(C=O)C=CC=C1 (2-chlorobenzaldehyde), [OH-].[Na+] (sodium hydroxide), FC1=CC=C(CCC=O)C=C1 (p-fluorodihydrocinnamaldehyde). Reported procedure: 71.7 g (0.51 mol) of 2-chlorobenzaldehyde are added to a solution of 4 g of 50% strength sodium hydroxide solution in 300 ml of methanol while cooling, at a rate such that the temperature does not exceed 20° C. 70.0 g (0.46 mol) of p-fluorodihydrocinnamaldehyde are then added dropwise at 25°-30° C. in the course of 4 hours. Stirring is continued for one hour at 30° C., the mixture is neutralized with dilute sulfuric acid and evaporated down and the residue is distilled. The reactants are OCCOC1=CC=C(C=C1)C1C(CN(CC1)C(=O)[O-])OCC1=CC2=CC=CC=C2C=C1 ((3RS,4RS)-4-[4-(2-hydroxy-ethoxy)-phenyl]-3-(naphthalen-2-ylmethoxy)-piperidine-1-carboxylate), ClC1=C(C(=O)Cl)C=CC=C1 (2-chlorobenzoyl chloride). Yields the product ClC1=C(C(=O)OCCOC2=CC=C(C=C2)C2C(CN(CC2)C(=O)OC(C)(C)C)OCC2=CC3=CC=CC=C3C=C2)C=CC=C1 (tert-butyl (3RS,4RS)-4-[4-[2-(2-chloro-benzoyloxy)-ethoxy]-phenyl]-3 -(naphthalen-2-ylmethoxy)-piperidine-1-carboxylate). As a reaction SMILES: [OH:1][CH2:2][CH2:3][O:4][C:5]1[CH:10]=[CH:9][C:8]([CH:11]2[CH2:16][CH2:15][N:14]([C:17]([O-:19])=[O:18])[CH2:13][CH:12]2[O:20][CH2:21][C:22]2[CH:31]=[CH:30][C:29]3[C:24](=[CH:25][CH:26]=[CH:27][CH:28]=3)[CH:23]=2)=[CH:7][CH:6]=1.[Cl:32][C:33]1[CH:41]=[CH:40][CH:39]=[CH:38][C:34]=1[C:35](Cl)=[O:36]>>[Cl:32][C:33]1[CH:41]=[CH:40][CH:39]=[CH:38][C:34]=1[C:35]([O:1][CH2:2][CH2:3][O:4][C:5]1[CH:10]=[CH:9][C:8]([CH:11]2[CH2:16][CH2:15][N:14]([C:17]([O:19][C:8]([CH3:11])([CH3:9])[CH3:7])=[O:18])[CH2:13][CH:12]2[O:20][CH2:21][C:22]2[CH:31]=[CH:30][C:29]3[C:24](=[CH:25][CH:26]=[CH:27][CH:28]=3)[CH:23]=2)=[CH:7][CH:6]=1)=[O:36]. Procedure: In an analogous manner to that described in Example 22(k), by acylating (3RS,4RS)-4-[4-(2-hydroxy-ethoxy)-phenyl]-3-(naphthalen-2-ylmethoxy)-piperidine-1-carboxylate with 2-chlorobenzoyl chloride there was obtained tert-butyl (3RS,4RS)-4-[4-[2-(2-chloro-benzoyloxy)-ethoxy]-phenyl]-3 -(naphthalen-2-ylmethoxy)-piperidine-1-carboxylate as a yellow oil; MS: 616 (M+H)+. Starting materials: C1(CC1)C1=CC(=NN1)NC1=NC(=NC=C1N)C1=NC=CC=C1 (N4-(5-cyclopropyl-1H-pyrazol-3-yl)-2-(pyridin-2-yl)pyrimidine-4,5-diamine), Cl (HCl), Cl (HCl), N(=O)[O-].[Na+] (NaNO2), ice water, C(=O)([O-])[O-].[Na+].[Na+] (Na2CO3), CC1=CC=C(C=C1)COC(=O)NNC(=O)C2=NC=CN=C2 (pH10). The reagents and catalysts are Cl[Cu] (CuCl). Reaction conditions: time 1 hour. The product is ClC=1C(=NC(=NC1)C1=NC=CC=C1)NC1=NNC(=C1)C1CC1 (5-chloro-N-(5-cyclopropyl-1H-pyrazol-3-yl)-2-(pyridin-2-yl)pyrimidin-4-amine). Yield: 50.0%. As a reaction SMILES: [CH:1]1([C:4]2[NH:8][N:7]=[C:6]([NH:9][C:10]3[C:15](N)=[CH:14][N:13]=[C:12]([C:17]4[CH:22]=[CH:21][CH:20]=[CH:19][N:18]=4)[N:11]=3)[CH:5]=2)[CH2:3][CH2:2]1.[ClH:23].N([O-])=O.[Na+].CC1C=CC(COC(NNC(C2C=NC=CN=2)=O)=O)=CC=1.C([O-])([O-])=O.[Na+].[Na+]>Cl[Cu]>[Cl:23][C:15]1[C:10]([NH:9][C:6]2[CH:5]=[C:4]([CH:1]3[CH2:3][CH2:2]3)[NH:8][N:7]=2)=[N:11][C:12]([C:17]2[CH:22]=[CH:21][CH:20]=[CH:19][N:18]=2)=[N:13][CH:14]=1 |f:2.3,5.6.7|. Reported procedure: To N4-(5-cyclopropyl-1H-pyrazol-3-yl)-2-(pyridin-2-yl)pyrimidine-4,5-diamine (0.88 g, 0.003 mmol, 1 equiv.) in conc.HCl (3 mL) at ice-bath was added NaNO2 (0.23 g, 0.0033 mmol, 1.1 equiv.). After 1 h, CuCl (0.33 g, 0.0033 mmol, 1.1 equiv.) in conc.HCl (6 mL) was added at 0° C. After 30 min, the reaction mixture was allowed to stand at room temperature for further 3 h, poured into ice water and adjusted to pH10 with Na2CO3, extracted with EA (50 mL×3). The organic phase was combined, dried (Na2SO... The reactants are O=C(O)C1Cc2ccccc2CN1, O=[N+]([O-])c1ccc(-c2ccc(S(=O)(=O)Cl)cc2)cc1, [Na+], C1CCOC1, [OH-]. Product: O=C(O)C1Cc2ccccc2CN1S(=O)(=O)c1ccc(-c2ccc([N+](=O)[O-])cc2)cc1. Reaction SMILES: [CH2:1]1[NH:2][CH:3]([C:11](=[O:12])[OH:13])[CH2:4][c:5]2[cH:6][cH:7][cH:8][cH:9][c:10]21.[N+:14](=[O:15])([O-:16])[c:17]1[cH:18][cH:19][c:20](-[c:23]2[cH:24][cH:25][c:26]([S:29](=[O:30])(=[O:31])[Cl:32])[cH:27][cH:28]2)[cH:21][cH:22]1.[Na+:34].[O:35]1[CH2:36][CH2:37][CH2:38][CH2:39]1.[OH-:33]>>[CH2:1]1[N:2]([S:29]([c:26]2[cH:25][cH:24][c:23](-[c:20]3[cH:19][cH:18][c:17]([N+:14](=[O:15])[O-:16])[cH:22][cH:21]3)[cH:28][cH:27]2)(=[O:30])=[O:31])[CH:3]([C:11](=[O:12])[OH:13])[CH2:4][c:5]2[cH:6][cH:7][cH:8][cH:9][c:10]21. Starting materials: COC(C(C1=CC=C(C=C1)OCCOC1CCCCCCC1)=O)=O (4-[[2-(cyclooctyloxy)ethyl]oxy]-alpha-oxobenzeneacetic acid methyl ester). Solvent: CO (methanol), [OH-].[Na+] (sodium hydroxide). The product is C1(CCCCCCC1)OCCOC1=CC=C(C=C1)C(C(=O)O)=O (4-[[2-(cyclooctyloxy)ethyl]oxy]-alphaoxobenzeneacetic acid). Yield: 76.5%. As a reaction SMILES: C[O:2][C:3](=[O:24])[C:4](=[O:23])[C:5]1[CH:10]=[CH:9][C:8]([O:11][CH2:12][CH2:13][O:14][CH:15]2[CH2:22][CH2:21][CH2:20][CH2:19][CH2:18][CH2:17][CH2:16]2)=[CH:7][CH:6]=1>CO.[OH-].[Na+]>[CH:15]1([O:14][CH2:13][CH2:12][O:11][C:8]2[CH:7]=[CH:6][C:5]([C:4](=[O:23])[C:3]([OH:24])=[O:2])=[CH:10][CH:9]=2)[CH2:22][CH2:21][CH2:20][CH2:19][CH2:18][CH2:17][CH2:16]1 |f:2.3|. Procedure: A mixture of 4-[[2-(cyclooctyloxy)ethyl]oxy]-alpha-oxobenzeneacetic acid methyl ester (0.3 g) in methanol (10 mL) and 0.5N sodium hydroxide (4 mL) was treated as in Example 19. Extraction with dichloromethane provided material which was crystallized from diethyl ether-hexane to give 0.22 g of colorless 4-[[2-(cyclooctyloxy)ethyl]oxy]-alphaoxobenzeneacetic acid, mp 64°-65° C. Starting materials: C(C)(C)N(C(C)C)CC (N,N-diisopropylethylamine), C(C)(C)OCCCN (3-Isopropoxypropylamine), CC1=C(C(=O)O)C=CC=C1S(=O)(=O)Cl (methyl 3-(chlorosulfonyl)benzoic acid). The solvent is C1CCOC1 (THF). Yields the product C(C)(C)OCCCNS(=O)(=O)C=1C=C(C(=O)O)C=CC1 (3-(3-Isopropoxy-propylsulfamoyl)-benzoic acid). As a reaction SMILES: [CH:1]([O:4][CH2:5][CH2:6][CH2:7][NH2:8])([CH3:3])[CH3:2].C(N(CC)C(C)C)(C)C.C[C:19]1[C:27]([S:28](Cl)(=[O:30])=[O:29])=[CH:26][CH:25]=[CH:24][C:20]=1[C:21]([OH:23])=[O:22]>C1COCC1>[CH:1]([O:4][CH2:5][CH2:6][CH2:7][NH:8][S:28]([C:27]1[CH:19]=[C:20]([CH:24]=[CH:25][CH:26]=1)[C:21]([OH:23])=[O:22])(=[O:30])=[O:29])([CH3:3])[CH3:2]. Procedure details: 3-Isopropoxypropylamine (1.1 eq.) is dissolved in THF with stirring at room temperature. N,N-diisopropylethylamine (1 eq.) is added followed by methyl 3-(chlorosulfonyl)benzoic acid (1 eq.). The reaction mixture is stirred at room temperature for 2 hours before the solvent is evaporated in vacuo to yield the crude titled product.